Dataset: the Open Reaction Database (ORD), a public repository of structured organic reaction records. Task: describe an organic reaction: reactants, conditions, products, and yield Reactants: Cl.FC=1C=C(C=CC1OC1=NC=NN2C1=C(C(=C2)OCCN2CCOCC2)C)C(C(=O)N)C(=O)NC2=CC=C(C=C2)F ((3-Fluoro-4-(5-methyl-6-(2-morpholinoethoxy)pyrrolo[2,1-f][1,2,4]triazin-4-yloxy)phenyl)-N3-(4-fluorophenyl)malonamide, hydrochloride salt), Cl.FC=1C=C(C=CC1OC1=NC=NN2C1=C(C(=C2)OCCN2CCOCC2)C)C(C(=O)N)C(=O)NC2=CC=C(C=C2)F ((3-Fluoro-4-(5-methyl-6-(2-morpholinoethoxy)pyrrolo[2,1-f][1,2,4]triazin-4-yloxy)phenyl)-N3-(4-fluorophenyl)malonamide, hydrochloride salt), FC=1C=C(C=CC1OC1=NC=NN2C1=C(C(=C2)OC)C)NC(=S)NC(CC2=CC=C(C=C2)F)=O (1-(3-Fluoro-4-(6-methoxy-5-methylpyrrolo[2,1-f][1,2,4]triazin-4-yloxy)phenyl)-3-(2-(4-fluorophenyl)acetyl)thiourea), FC=1C=C(C=CC1OC1=NC=NN2C1=C(C(=C2)OC)C)NC(=S)NC(CC2=CC=C(C=C2)F)=O (1-(3-Fluoro-4-(6-methoxy-5-methylpyrrolo[2,1-f][1,2,4]triazin-4-yloxy)phenyl)-3-(2-(4-fluorophenyl)acetyl)thiourea). Solvent: C1CCOC1 (THF). Reaction conditions: time 2 hour. Product: Cl.FC=1C=C(C=CC1OC1=NC=NN2C1=C(C(=C2)OCCN2CCOCC2)C)NC(=S)NC(CC2=CC=C(C=C2)F)=O (1-(3-Fluoro-4-(5-methyl-6-(2-morpholinoethoxy)pyrrolo[2,1-f][1,2,4]triazin-4-yloxy)phenyl)-3-(2-(4-fluorophenyl)acetyl)thiourea, hydrochloride salt). Yield: 29.2%. RXN SMILES: [ClH:1].[F:2][C:3]1[CH:4]=[C:5](C(C(NC2C=CC(F)=CC=2)=O)C(N)=O)[CH:6]=[CH:7][C:8]=1[O:9][C:10]1[C:15]2=[C:16]([CH3:28])[C:17]([O:19][CH2:20][CH2:21][N:22]3[CH2:27][CH2:26][O:25][CH2:24][CH2:23]3)=[CH:18][N:14]2[N:13]=[CH:12][N:11]=1.FC1C=C([NH:63][C:64]([NH:66][C:67](=[O:76])[CH2:68][C:69]2[CH:74]=[CH:73][C:72]([F:75])=[CH:71][CH:70]=2)=[S:65])C=CC=1OC1C2=C(C)C(OC)=CN2N=CN=1>C1COCC1>[ClH:1].[F:2][C:3]1[CH:4]=[C:5]([NH:63][C:64]([NH:66][C:67](=[O:76])[CH2:68][C:69]2[CH:74]=[CH:73][C:72]([F:75])=[CH:71][CH:70]=2)=[S:65])[CH:6]=[CH:7][C:8]=1[O:9][C:10]1[C:15]2=[C:16]([CH3:28])[C:17]([O:19][CH2:20][CH2:21][N:22]3[CH2:27][CH2:26][O:25][CH2:24][CH2:23]3)=[CH:18][N:14]2[N:13]=[CH:12][N:11]=1 |f:0.1,4.5|. Procedure details: To a solution of 3-fluoro-4-(5-methyl-6-(2-morpholinoethoxy)pyrrolo[2, 1-f][1,2,4]triazin-4-yloxy)benzenamine (30 mg, 0.072 mmol, Compound C of Example 36) in 1 mL of THF was added 2-(4-fluorophenyl)ethanoyl isothiocyanate (19 mg, 0.1 mmol, Compound A of Example 2). The solution was allowed to stir at room temperature for 2 h and HPLC analysis indicated the completion of the reaction. The reaction was then quenched with NH3 in propanol and the resulting solution was loaded on a preparative HPLC ... Yields the product Cc1ccc(Oc2ccc(C)cc2C(=O)O)cc1. The reactants are O=C([O-])[O-], Cc1ccc(O)cc1, [Cu], Cc1ccc(I)c(C(=O)O)c1, [K+], [K+], O=[N+]([O-])c1ccccc1, O. RXN SMILES: [C:21](=[O:22])([O-:23])[O-:24].[CH3:27][c:28]1[cH:29][cH:30][c:31]([OH:34])[cH:32][cH:33]1.[Cu:35].[I:1][c:2]1[c:3]([C:4](=[O:5])[OH:6])[cH:7][c:8]([CH3:11])[cH:9][cH:10]1.[K+:25].[K+:26].[O-:12][N+:13]([c:14]1[cH:15][cH:16][cH:17][cH:18][cH:19]1)=[O:20].[OH2:36]>>[c:2]1([O:34][c:31]2[cH:30][cH:29][c:28]([CH3:27])[cH:33][cH:32]2)[c:3]([C:4](=[O:5])[OH:6])[cH:7][c:8]([CH3:11])[cH:9][cH:10]1. Starting materials: C(C)(=O)NC=1C(=C(C(=O)OC)C(=CC1)CCC(=O)OC)N (methyl 3-(acetylamino)-2-amino-6-(3-methoxy-3-oxopropyl)benzoate). Run in C(C)(=O)O (acetic acid). Run at temperature 80 celsius. Yields the product COC(CCC=1C=CC2=C(NC(=N2)C)C1C(=O)OC)=O (methyl 6-(3-methoxy-3-oxopropyl)-2-methyl-1H-benzimidazole-7-carboxylate). Yield: 94.6%. As a reaction SMILES: [C:1]([NH:4][C:5]1[C:6]([NH2:21])=[C:7]([C:12]([CH2:15][CH2:16][C:17]([O:19][CH3:20])=[O:18])=[CH:13][CH:14]=1)[C:8]([O:10][CH3:11])=[O:9])(=O)[CH3:2]>C(O)(=O)C>[CH3:20][O:19][C:17](=[O:18])[CH2:16][CH2:15][C:12]1[CH:13]=[CH:14][C:5]2[N:4]=[C:1]([CH3:2])[NH:21][C:6]=2[C:7]=1[C:8]([O:10][CH3:11])=[O:9]. Procedure: A solution of methyl 3-(acetylamino)-2-amino-6-(3-methoxy-3-oxopropyl)benzoate (490 mg, 1.66 mmol) in acetic acid (15 mL) was stirred with heating at 80° C. for 1 hr. The reaction solution was concentrated under reduced pressure, and the residue was purified by silica gel column chromatography (methanol/ethyl acetate=0/100→15/85) to give the title compound (434 mg, yield 95%).